Dataset: the Open Reaction Database (ORD), a public repository of structured organic reaction records. Task: describe an organic reaction: reactants, conditions, products, and yield Starting materials: C(C)(C)(C)N1CCC(CC1)=O (1-t-Butyl-4-piperidone), [C-]#N.[Na+] (NaCN), [NH4+].[Cl-] (NH4Cl). Solvent: CO (MeOH), N (NH3), N (NH3), CO (MeOH). Conditions: time 2 hour. The product is NC1(CCN(CC1)C(C)(C)C)C#N (4-Amino-1-t-butyl-4-cyano-piperidine). Reaction SMILES: [C:1]([N:5]1[CH2:10][CH2:9][C:8](=O)[CH2:7][CH2:6]1)([CH3:4])([CH3:3])[CH3:2].[C-:12]#[N:13].[Na+].[NH4+:15].[Cl-]>N.CO>[NH2:15][C:8]1([C:12]#[N:13])[CH2:9][CH2:10][N:5]([C:1]([CH3:4])([CH3:3])[CH3:2])[CH2:6][CH2:7]1 |f:1.2,3.4|. Procedure details: 1-t-Butyl-4-piperidone (1.3 g, 8.4 mmol, 1.0 equiv), NaCN (0.61 g, 12.6 mmol, 1.5 equiv), and NH4Cl (0.67 g, 12.6 mmol, 1.5 equiv) were combined in 34 mL of 2 M NH3 in MeOH. The mixture was refluxed for 2 h at which time an additional 34 mL of 2 M NH3 in MeOH was added followed by another 2 h at reflux. The mixture was cooled and filtered. The filtrate was concentrated in vacuo and the residue was triturated with CH2Cl2 and filtered again. The solution was concentrated to a thick red oil which w... Reactants: C(C1=CC=CC=C1)N1CCN(CC1)C1CCNCC1 (1-benzyl-4-piperidin-4-yl-piperazine), C(=O)([O-])[O-].[K+].[K+] (K2CO3), O=CCCC(=O)O (4-oxo-butanoic acid), [BH-](OC(=O)C)(OC(=O)C)OC(=O)C.[Na+] (NaBH(OAc)3). Solvent: C1CCOC1 (THF), CC(=O)O (AcOH). Run at time 1 hour. Yields the product C(C1=CC=CC=C1)N1CCN(CC1)C1CCN(CC1)CCCC(=O)OCC (ethyl 4-[4-(4-benzyl-piperazin-1-yl)-piperidin-1-yl]-butanoate). As a reaction SMILES: [CH2:1]([N:8]1[CH2:13][CH2:12][N:11]([CH:14]2[CH2:19][CH2:18][NH:17][CH2:16][CH2:15]2)[CH2:10][CH2:9]1)[C:2]1[CH:7]=[CH:6][CH:5]=[CH:4][CH:3]=1.O=[CH:21][CH2:22][CH2:23][C:24]([OH:26])=[O:25].[BH-](OC(C)=O)(OC(C)=O)O[C:29]([CH3:31])=O.[Na+].C([O-])([O-])=O.[K+].[K+]>C1COCC1.CC(O)=O>[CH2:1]([N:8]1[CH2:9][CH2:10][N:11]([CH:14]2[CH2:19][CH2:18][N:17]([CH2:21][CH2:22][CH2:23][C:24]([O:26][CH2:29][CH3:31])=[O:25])[CH2:16][CH2:15]2)[CH2:12][CH2:13]1)[C:2]1[CH:3]=[CH:4][CH:5]=[CH:6][CH:7]=1 |f:2.3,4.5.6|. Reported procedure: A solution of 3.11 g (12.0 mmol) 1-benzyl-4-piperidin-4-yl-piperazine and 7.5 mL (12.0 mmol, 15% in water) 4-oxo-butanoic acid in 70 mL THF was adjusted to pH 5 with AcOH and stirred for 1 h at RT. While cooling with ice, 5.35 g (24.0 mmol) NaBH(OAc)3 were added batchwise and the mixture was then stirred overnight at RT. 80 mL of 30% K2CO3 solution were added dropwise to the reaction mixture within 15 min and after the addition had ended this mixture was washed twice with EtOAc. The aqueous phas... Starting materials: CC(N)C(N)(c1ccc(F)cc1)c1ccc(F)nc1, CCc1cc(C(=O)O)cn(C(F)F)c1=O. Product: CCc1cc(C2=NC(c3ccc(F)cc3)(c3ccc(F)nc3)C(C)N2)cn(C(F)F)c1=O. Reaction SMILES: [F:1][c:2]1[cH:3][cH:4][c:5]([C:8]([CH:9]([CH3:10])[NH2:11])([NH2:12])[c:13]2[cH:14][n:15][c:16]([F:19])[cH:17][cH:18]2)[cH:6][cH:7]1.[F:20][CH:21]([n:22]1[c:23](=[O:33])[c:24]([CH2:31][CH3:32])[cH:25][c:26]([C:28]([OH:29])=[O:30])[cH:27]1)[F:34]>>[F:1][c:2]1[cH:3][cH:4][c:5]([C:8]2([c:13]3[cH:14][n:15][c:16]([F:19])[cH:17][cH:18]3)[CH:9]([CH3:10])[NH:11][C:28]([c:26]3[cH:25][c:24]([CH2:31][CH3:32])[c:23](=[O:33])[n:22]([CH:21]([F:20])[F:34])[cH:27]3)=[N:12]2)[cH:6][cH:7]1. The reactants are BrCC#CCCCC=1N=C(OC1C)C1=CC=CC=C1 (4-(6-Bromo-hex-4-ynyl)-5-methyl-2-phenyl-oxazole), Cl (HCl), CC(C)([O-])C.[K+] (Potassium t-butoxide), C(C)OC(CN1N=CC=N1)=O ([1,2,3]triazol-2-yl-acetic acid ethyl ester). Run in C1CCOC1 (THF), CCOC(=O)C (EtOAc), C1CCOC1 (THF). Reaction conditions: time 1 hour. The product is C(C)OC(C(CC#CCCCC=1N=C(OC1C)C1=CC=CC=C1)N1N=CC=N1)=O (8-(5-Methyl-2-phenyl-oxazol-4-yl)-2-[1,2,3]triazol-2-yl-oct-4-ynoic Acid Ethyl Ester). Yield: 60.9%. As a reaction SMILES: CC(C)([O-])C.[K+].[CH2:7]([O:9][C:10](=[O:17])[CH2:11][N:12]1[N:16]=[CH:15][CH:14]=[N:13]1)[CH3:8].Br[CH2:19][C:20]#[C:21][CH2:22][CH2:23][CH2:24][C:25]1[N:26]=[C:27]([C:31]2[CH:36]=[CH:35][CH:34]=[CH:33][CH:32]=2)[O:28][C:29]=1[CH3:30].Cl>C1COCC1.CCOC(C)=O>[CH2:7]([O:9][C:10](=[O:17])[CH:11]([N:12]1[N:13]=[CH:14][CH:15]=[N:16]1)[CH2:19][C:20]#[C:21][CH2:22][CH2:23][CH2:24][C:25]1[N:26]=[C:27]([C:31]2[CH:32]=[CH:33][CH:34]=[CH:35][CH:36]=2)[O:28][C:29]=1[CH3:30])[CH3:8] |f:0.1|. Procedure: Potassium t-butoxide (2.6 mL, 2.6 mmol) was added to a to a solution of [1,2,3]triazol-2-yl-acetic acid ethyl ester (355 mg, 2.3 mmol) in THF (30 mL) at −78° C. under N2 atmosphere and stirred for 1 hour. A solution of bromide 1-9 (1.5 g, 4.5 mmol) in THF (30 mL) was then added and the solution allowed to equilibrate to 0° C. for 1 hour. Reaction was then poured into dilute aqueous HCl and diluted with EtOAc. The organic layer was washed with water, brine, and dried over MgSO4. Chromatography wi... Starting materials: OC(CCCCC(=O)[O-])C#CCCCCCCCCCCCC (6-(±)-hydroxy-7-eicosynoate), C(Br)(Br)(Br)Br.C1=CC=C(C=C1)P(C2=CC=CC=C2)C3=CC=CC=C3 (CBr4 Ph3P). The product is O[C@H](CCCCC(=O)OC)C#CCCCCCCCCCCCC ((±) Methyl 6(R)-Hydroxy-7-Eicosynoate), (-) 6-bromo-7-eicosanoates. Reaction SMILES: [OH:1][CH:2]([C:10]#[C:11][CH2:12][CH2:13][CH2:14][CH2:15][CH2:16][CH2:17][CH2:18][CH2:19][CH2:20][CH2:21][CH2:22][CH3:23])[CH2:3][CH2:4][CH2:5][CH2:6][C:7]([O-:9])=[O:8].[C:24](Br)(Br)(Br)Br.C1C=CC(P(C2C=CC=CC=2)C2C=CC=CC=2)=CC=1>>[OH:1][C@@H:2]([C:10]#[C:11][CH2:12][CH2:13][CH2:14][CH2:15][CH2:16][CH2:17][CH2:18][CH2:19][CH2:20][CH2:21][CH2:22][CH3:23])[CH2:3][CH2:4][CH2:5][CH2:6][C:7]([O:9][CH3:24])=[O:8] |f:1.2|. Reported procedure: This compound was prepared by reaction of 6-(±)-hydroxy-7-eicosynoate (preparative example V) with CBr4 /Ph3P reagent in exactly the same manner as described in preparative example VIII. Note: By use of the corresponding 6-R, and 6-S alcohols (preparative example VI) the optically active (+) and (-) 6-bromo-7-eicosanoates were also obtained The reactants are C1(=CC=C(C=C1)CN1N=C2NC(N(C(C2=C1)=O)C)=O)C1=CC=CC=C1 (2-(biphenyl-4-ylmethyl)-5-methyl-2H-pyrazolo[3,4-d]pyrimidine-4,6(5H,7H)-dione), O=P(Cl)(Cl)Cl (POCl3). Product: C1(=CC=C(C=C1)CN1N=C2N=C(N(C(C2=C1)=O)C)Cl)C1=CC=CC=C1 (2-(Biphenyl-4-ylmethyl)-6-chloro-5-methyl-2H-pyrazolo[3,4-d]pyrimidin-4(5H)-one). Yield: 98.5%. As a reaction SMILES: [C:1]1([C:20]2[CH:25]=[CH:24][CH:23]=[CH:22][CH:21]=2)[CH:6]=[CH:5][C:4]([CH2:7][N:8]2[CH:16]=[C:15]3[C:10]([NH:11][C:12](=O)[N:13]([CH3:18])[C:14]3=[O:17])=[N:9]2)=[CH:3][CH:2]=1.O=P(Cl)(Cl)[Cl:28]>>[C:1]1([C:20]2[CH:25]=[CH:24][CH:23]=[CH:22][CH:21]=2)[CH:6]=[CH:5][C:4]([CH2:7][N:8]2[CH:16]=[C:15]3[C:10]([N:11]=[C:12]([Cl:28])[N:13]([CH3:18])[C:14]3=[O:17])=[N:9]2)=[CH:3][CH:2]=1. Procedure: 2-(biphenyl-4-ylmethyl)-5-methyl-2H-pyrazolo[3,4-d]pyrimidine-4,6(5H,7H)-dione (25 mg, 0.075 mmol) is refluxed in POCl3 (10 mL) for 60 hours, and the mixture is evaporated to dryness. The residue is purified by silica gel flash chromatography to give 26 mg product as white solids (Yield: 98.5%). 1H NMR (400 MHz, CDCl3) 153.68 (s, 3H), 5.45 (s, 2H), 7.39 (m, 3H), 7.43 (m, 2H), 7.59 (m, 4H), 8.01 (s, 1H). MS (FAB) m/z 351.2 [M+H]+.